This data is from the Open Reaction Database (ORD), a public repository of structured organic reaction records. The task is: describe an organic reaction: reactants, conditions, products, and yield Reactants: 251c, COC1=CC2=C(CCCC(C2)N2CCOCC2)C=C1N (3-Methoxy-6-morpholin-4-yl-6,7,8,9-tetrahydro-5H-benzocyclohepten-2-ylamine), CS(=O)C1=NN2C(C=N1)=CC=C2C2=C(C=CC=C2)OC (2-methanesulfinyl-7-(2-methoxy-phenyl)-pyrrolo[2,1-f][1,2,4]triazine). The product is COC1=CC2=C(CCCC(C2)N2CCOCC2)C=C1NC1=NN2C(C=N1)=CC=C2C2=C(C=CC=C2)OC ((3-Methoxy-6-morpholin-4-yl-6,7,8,9-tetrahydro-5H-benzocyclohepten-2-yl)-[7-(2-methoxy-phenyl)-pyrrolo[2,1-f][1,2,4]triazin-2-yl]-amine). The yield is 6.6%. Reaction SMILES: [CH3:1][O:2][C:3]1[C:19]([NH2:20])=[CH:18][C:6]2[CH2:7][CH2:8][CH2:9][CH:10]([N:12]3[CH2:17][CH2:16][O:15][CH2:14][CH2:13]3)[CH2:11][C:5]=2[CH:4]=1.CS([C:24]1[N:29]=[CH:28][C:27]2=[CH:30][CH:31]=[C:32]([C:33]3[CH:38]=[CH:37][CH:36]=[CH:35][C:34]=3[O:39][CH3:40])[N:26]2[N:25]=1)=O>>[CH3:1][O:2][C:3]1[C:19]([NH:20][C:24]2[N:29]=[CH:28][C:27]3=[CH:30][CH:31]=[C:32]([C:33]4[CH:38]=[CH:37][CH:36]=[CH:35][C:34]=4[O:39][CH3:40])[N:26]3[N:25]=2)=[CH:18][C:6]2[CH2:7][CH2:8][CH2:9][CH:10]([N:12]3[CH2:13][CH2:14][O:15][CH2:16][CH2:17]3)[CH2:11][C:5]=2[CH:4]=1. Procedure: Following a procedure analogous to 251c, 3-Methoxy-6-morpholin-4-yl-6,7,8,9-tetrahydro-5H-benzocyclohepten-2-ylamine (0.164 g, 0.59 mmol) and 2-methanesulfinyl-7-(2-methoxy-phenyl)-pyrrolo[2,1-f][1,2,4]triazine (85 mg, 0.30 mol) were converted to the title compound (19.6 mgs). 1H-NMR (DMSO-d6) δ 8.70 (s, 1H), 8.16 (s, 1H), 8.02 (d, J=7.4 Hz, 1H), 7.45-7.41 (m, 2H), 7.50-7.45 (m, 2H), 7.14-7.07 (m, 2H), 7.03 (d, J=4.9 Hz, 1H), 6.71 (s, 1H), 3.90 (s, 3H), 3.86 (s, 3H), 3.79-3.74 (m, 4H), 2.91-2.50... Reactants: C(C=C)OC(C[C@H](C(=O)N[C@@H](C(C)(C)C)C(NC)=O)N1C=C(C=C1)C(CC1=CC=C(C=C1)C#N)=O)=O (3(R)-[3-[(4-cyanophenyl)acetyl]-1H-pyrrol-1-yl]-N-[2,2-dimethyl-1(S)-(methylcarbamoyl)propyl]succinamic acid allyl ester), N1CCOCC1 (morpholine), allyl ester. The reagents and catalysts are C=1C=CC(=CC1)[P](C=2C=CC=CC2)(C=3C=CC=CC3)[Pd]([P](C=4C=CC=CC4)(C=5C=CC=CC5)C=6C=CC=CC6)([P](C=7C=CC=CC7)(C=8C=CC=CC8)C=9C=CC=CC9)[P](C=1C=CC=CC1)(C=1C=CC=CC1)C=1C=CC=CC1 (Pd(PPh3)4). The solvent is C(C)#N (acetonitrile). Reaction conditions: time 30 minute. Product: C(#N)C1=CC=C(C=C1)CC(=O)C1=CN(C=C1)[C@H](CC(=O)O)C(=O)N[C@@H](C(C)(C)C)C(NC)=O (3(R)-[3-[(4-cyanophenyl)acetyl]-1H-pyrrol-1-yl]-N-[2,2-dimethyl-1(S)-(methylcarbamoyl)propyl]succinamic acid). The yield is 107.2%. As a reaction SMILES: C([O:4][C:5](=[O:36])[CH2:6][C@@H:7]([N:20]1[CH:24]=[CH:23][C:22]([C:25](=[O:35])[CH2:26][C:27]2[CH:32]=[CH:31][C:30]([C:33]#[N:34])=[CH:29][CH:28]=2)=[CH:21]1)[C:8]([NH:10][C@H:11]([C:16](=[O:19])[NH:17][CH3:18])[C:12]([CH3:15])([CH3:14])[CH3:13])=[O:9])C=C.N1CCOCC1>C(#N)C.C1C=CC([P]([Pd]([P](C2C=CC=CC=2)(C2C=CC=CC=2)C2C=CC=CC=2)([P](C2C=CC=CC=2)(C2C=CC=CC=2)C2C=CC=CC=2)[P](C2C=CC=CC=2)(C2C=CC=CC=2)C2C=CC=CC=2)(C2C=CC=CC=2)C2C=CC=CC=2)=CC=1>[C:33]([C:30]1[CH:31]=[CH:32][C:27]([CH2:26][C:25]([C:22]2[CH:23]=[CH:24][N:20]([C@@H:7]([C:8]([NH:10][C@H:11]([C:16](=[O:19])[NH:17][CH3:18])[C:12]([CH3:15])([CH3:13])[CH3:14])=[O:9])[CH2:6][C:5]([OH:36])=[O:4])[CH:21]=2)=[O:35])=[CH:28][CH:29]=1)#[N:34] |^1:49,51,70,89|. Reported procedure: Routine allyl ester cleavage conditions were previously described by Friedrich-Bochnitschek, S.; Waidmann, H.; Kunz, H. J. Org. Chem. 1989, 54, 751-756. To a solution of 3(R)-[3-[(4-cyanophenyl)acetyl]-1H-pyrrol-1-yl]-N-[2,2-dimethyl-1(S)-(methylcarbamoyl)propyl]succinamic acid allyl ester (247 mg, 0.501 mmol) in acetonitrile (2 mL) was added in succession Pd(PPh3)4 (29 mg, 0.026 mmol) and morpholine (226 μL, 2.60 mmol). The resultant mixture was carefully purged with argon. After 30 min, the re...